describe an organic reaction: reactants, conditions, products, and yield From a dataset of the Open Reaction Database (ORD), a public repository of structured organic reaction records. Reactants: Cc1ccc2c(c1)C(C)(C)CCC2(C)C, CC(=O)O, CC(=O)OC(C)=O, O, O=[N+]([O-])O. Yields the product Cc1cc2c(cc1[N+](=O)[O-])C(C)(C)CCC2(C)C. As a reaction SMILES: [CH3:1][c:2]1[cH:3][c:4]2[c:9]([cH:10][cH:11]1)[C:8]([CH3:12])([CH3:13])[CH2:7][CH2:6][C:5]2([CH3:14])[CH3:15].[CH3:20][C:21](=[O:22])[OH:23].[CH3:25][C:26]([O:27][C:28](=[O:29])[CH3:30])=[O:31].[OH2:24].[OH:16][N+:17]([O-:18])=[O:19]>>[CH3:1][c:2]1[cH:3][c:4]2[c:9]([cH:10][c:11]1[N+:17](=[O:16])[O-:18])[C:8]([CH3:12])([CH3:13])[CH2:7][CH2:6][C:5]2([CH3:14])[CH3:15]. Product: Nc1nc(C#CC2C3CC4CC(C3)CC2(O)C4)nc2c1ncn2CC1CCCC1. As a reaction SMILES: [C:24](=[O:25])([O-:26])[O-:27].[CH3:30][c:31]1[cH:32][cH:33][c:34]([S:35]([O:36][CH2:41][CH:42]2[CH2:43][CH2:44][CH2:45][CH2:46]2)(=[O:37])=[O:38])[cH:39][cH:40]1.[K+:28].[K+:29].[O:47]=[CH:48][N:49]([CH3:50])[CH3:51].[OH:1][C:2]12[CH:3]([C:12]#[C:13][c:14]3[n:15][c:16]([NH2:23])[c:17]4[nH:18][cH:19][n:20][c:21]4[n:22]3)[CH:4]3[CH2:5][CH:6]([CH2:7][CH:8]([CH2:9]1)[CH2:10]3)[CH2:11]2>>[OH:1][C:2]12[CH:3]([C:12]#[C:13][c:14]3[n:15][c:16]([NH2:23])[c:17]4[n:18][cH:19][n:20]([CH2:41][CH:42]5[CH2:43][CH2:44][CH2:45][CH2:46]5)[c:21]4[n:22]3)[CH:4]3[CH2:5][CH:6]([CH2:7][CH:8]([CH2:9]1)[CH2:10]3)[CH2:11]2. The reactants are O=C([O-])[O-], Cc1ccc(S(=O)(=O)OCC2CCCC2)cc1, [K+], [K+], CN(C)C=O, Nc1nc(C#CC2C3CC4CC(C3)CC2(O)C4)nc2nc[nH]c12. The reactants are COC(=O)[C@H]1N(C[C@@H](C1)S(=O)(=O)C)C(CC(C)=O)=S ((2S,4R)-4-methanesulfonyl-1-(3-oxo-thiobutyryl)-pyrrolidine-2-carboxylic acid methyl ester), C1(=CC=CC=C1)CCNN (1-(2-phenylethyl)hydrazine). Yields the product COC(=O)[C@H]1N(C[C@@H](C1)S(=O)(=O)C)C=1N(N=C(C1)C)CCC1=CC=CC=C1 ((2S,4R)-4-Methanesulfonyl-1-(5-methyl-2-phenethyl-2H-pyrazol-3-yl)-pyrrolidine-2-carboxylic acid methyl ester). As a reaction SMILES: [CH3:1][O:2][C:3]([C@@H:5]1[CH2:9][C@@H:8]([S:10]([CH3:13])(=[O:12])=[O:11])[CH2:7][N:6]1[C:14](=S)[CH2:15][C:16](=O)[CH3:17])=[O:4].[C:20]1([CH2:26][CH2:27][NH:28][NH2:29])[CH:25]=[CH:24][CH:23]=[CH:22][CH:21]=1>>[CH3:1][O:2][C:3]([C@@H:5]1[CH2:9][C@@H:8]([S:10]([CH3:13])(=[O:12])=[O:11])[CH2:7][N:6]1[C:14]1[N:28]([CH2:27][CH2:26][C:20]2[CH:25]=[CH:24][CH:23]=[CH:22][CH:21]=2)[N:29]=[C:16]([CH3:17])[CH:15]=1)=[O:4]. Procedure: In analogy to the procedure described in example 192 h, (2S,4R)-4-methanesulfonyl-1-(3-oxo-thiobutyryl)-pyrrolidine-2-carboxylic acid methyl ester was reacted with 1-(2-phenylethyl)hydrazine (CAS Reg. No. 51-71-8) to give the title compound as brown solid. MS (ESI): m/z=392.6 [M+H]+. Reactants: S(=O)(Cl)Cl (Thionyl chloride), OCC1=NC=CC(=N1)N1CCOCC1 (2-hydroxymethyl-4-morpholinopyrimidine), CCOCC (ether). Run in C(Cl)(Cl)Cl (chloroform). Run at time 1.5 hour. The product is Cl.ClCC1=NC=CC(=N1)N1CCOCC1 (2-chloromethyl-4-morpholinopyrimidine hydrochloride). As a reaction SMILES: S(Cl)([Cl:3])=O.O[CH2:6][C:7]1[N:12]=[C:11]([N:13]2[CH2:18][CH2:17][O:16][CH2:15][CH2:14]2)[CH:10]=[CH:9][N:8]=1.CCOCC>C(Cl)(Cl)Cl>[ClH:3].[Cl:3][CH2:6][C:7]1[N:12]=[C:11]([N:13]2[CH2:18][CH2:17][O:16][CH2:15][CH2:14]2)[CH:10]=[CH:9][N:8]=1 |f:4.5|. Procedure details: Thionyl chloride (3.4 ml) was added dropwise to a stirred solution of 2-hydroxymethyl-4-morpholinopyrimidine in chloroform (30 ml) cooled in an ice bath. The mixture was allowed to warm to room temperature and left to stand for a further 1.5 hours. The solution was reduced to low volume, and ether added with stirring to give 2-chloromethyl-4-morpholinopyrimidine hydrochloride (3.8 g) as a crystalline solid, m.p. 214°-6°. Reactants: CN(C)C=O, [Cl-], COC(=O)C1(c2ccccc2)CCc2cc(F)ccc2C1=O, [Li+], O. Product: O=C1c2ccc(F)cc2CCC1c1ccccc1. Reaction SMILES: [CH3:26][N:27]([CH3:28])[CH:29]=[O:30].[Cl-:24].[F:1][c:2]1[cH:3][c:4]2[c:9]([cH:10][cH:11]1)[C:8](=[O:12])[C:7]([C:13]([O:14][CH3:15])=[O:16])([c:17]1[cH:18][cH:19][cH:20][cH:21][cH:22]1)[CH2:6][CH2:5]2.[Li+:23].[OH2:25]>>[F:1][c:2]1[cH:3][c:4]2[c:9]([cH:10][cH:11]1)[C:8](=[O:12])[CH:7]([c:17]1[cH:18][cH:19][cH:20][cH:21][cH:22]1)[CH2:6][CH2:5]2. Starting materials: C1CC(N2C(CCC12)=O)=O (dihydro-1H-pyrrolizine-3,5(2H,6H)-dione), Cl (hydrochloric acid), O (water), C (Charcoal). Run at temperature 100 celsius. Product: O=C1CCC(N1)CCC(=O)O (5-Oxo-2-pyrrolidinepropanoic acid). Reaction SMILES: [CH2:1]1[CH:8]2[N:4]([C:5](=[O:9])[CH2:6][CH2:7]2)[C:3](=[O:10])[CH2:2]1.Cl.C.[OH2:13]>>[O:9]=[C:5]1[NH:4][CH:8]([CH2:1][CH2:2][C:3]([OH:10])=[O:13])[CH2:7][CH2:6]1. Reported procedure: A suspension (partial solution) of 25 g of dihydro-1H-pyrrolizine-3,5(2H,6H)-dione (III) in 150 ml of deionized water is treated with 0.1 ml of concentrated hydrochloric acid. The mixture is heated to reflux (100° C.) for 80 hours. Charcoal (0.5 g) is added and the mixture is filtered through filter aid. The solution is concentrated at reduced pressure, the 5-oxo-2-pyrrolidinepropanoic acid crystallizes and is isolated by filtration. After drying in vacuo the 5-oxo-2-pyrrolidinepropanoic acid ha... The reactants are FC(S(=O)(=O)OS(=O)(=O)C(F)(F)F)(F)F (Trifluoromethanesulfonic anhydride), ice, Cl (hydrochloric acid), C(C1=CC=CC=C1)OC1=C(C(=O)OCC2=CC=CC=C2)C=CC(=C1)O (benzyl 2-benzyloxy-4-hydroxybenzoate), N1=CC=CC=C1 (pyridine). The solvent is C(C)(=O)OCC (ethyl acetate), C(Cl)Cl (methylene chloride). Product: C(C1=CC=CC=C1)OC1=C(C(=O)OCC2=CC=CC=C2)C=CC(=C1)OS(=O)(=O)C(F)(F)F (benzyl 2-benzyloxy-4-trifluoromethanesulfonyloxybenzoate). As a reaction SMILES: [F:1][C:2]([F:15])([F:14])[S:3]([O:6]S(C(F)(F)F)(=O)=O)(=[O:5])=[O:4].[CH2:16]([O:23][C:24]1[CH:39]=[C:38](O)[CH:37]=[CH:36][C:25]=1[C:26]([O:28][CH2:29][C:30]1[CH:35]=[CH:34][CH:33]=[CH:32][CH:31]=1)=[O:27])[C:17]1[CH:22]=[CH:21][CH:20]=[CH:19][CH:18]=1.N1C=CC=CC=1.Cl>C(Cl)Cl.C(OCC)(=O)C>[CH2:16]([O:23][C:24]1[CH:39]=[C:38]([O:6][S:3]([C:2]([F:15])([F:14])[F:1])(=[O:5])=[O:4])[CH:37]=[CH:36][C:25]=1[C:26]([O:28][CH2:29][C:30]1[CH:31]=[CH:32][CH:33]=[CH:34][CH:35]=1)=[O:27])[C:17]1[CH:18]=[CH:19][CH:20]=[CH:21][CH:22]=1. Procedure: Trifluoromethanesulfonic anhydride (0.22 mL) was added to an ice-cooled mixture of benzyl 2-benzyloxy-4-hydroxybenzoate (0.40 g) and pyridine (0.1 mL) in methylene chloride (1.5 mL) with stirring, and the mixture was stirred at room temperature for 30 min. The reaction mixture was poured into a mixture of hydrochloric acid and ethyl acetate, and the mixture was extracted with ethyl acetate. The organic layer was washed with water and brine, and dried over anhydrous magnesium sulfate. The solvent... The reactants are C([O-])([O-])=O.[Na+].[Na+] (sodium carbonate), BrC1=C(N=C(S1)C(=O)OCC)C1=CC(=CC=C1)C#N (Ethyl 5-bromo-4-(3-cyanophenyl)-1,3-thiazole-2-carboxylate), C(#N)C=1C=C(C=CC1)B(O)O ((3-cyanophenyl)boronic acid). The reagents and catalysts are C=1C=CC(=CC1)[P](C=2C=CC=CC2)(C=3C=CC=CC3)[Pd]([P](C=4C=CC=CC4)(C=5C=CC=CC5)C=6C=CC=CC6)([P](C=7C=CC=CC7)(C=8C=CC=CC8)C=9C=CC=CC9)[P](C=1C=CC=CC1)(C=1C=CC=CC1)C=1C=CC=CC1 (tetrakis(triphenylphosphine)palladium). Solvent: COCCOC (DME). Reaction conditions: temperature 80 celsius, time 8 hour. Product: C(#N)C=1C=C(C=CC1)C=1N=C(SC1C1=CC(=CC=C1)C#N)C(=O)O (4,5-Bis(3-cyanophenyl)-1,3-thiazole-2-carboxylic acid). As a reaction SMILES: C(=O)([O-])[O-].[Na+].[Na+].Br[C:8]1[S:12][C:11]([C:13]([O:15]CC)=[O:14])=[N:10][C:9]=1[C:18]1[CH:23]=[CH:22][CH:21]=[C:20]([C:24]#[N:25])[CH:19]=1.[C:26]([C:28]1[CH:29]=[C:30](B(O)O)[CH:31]=[CH:32][CH:33]=1)#[N:27]>COCCOC.C1C=CC([P]([Pd]([P](C2C=CC=CC=2)(C2C=CC=CC=2)C2C=CC=CC=2)([P](C2C=CC=CC=2)(C2C=CC=CC=2)C2C=CC=CC=2)[P](C2C=CC=CC=2)(C2C=CC=CC=2)C2C=CC=CC=2)(C2C=CC=CC=2)C2C=CC=CC=2)=CC=1>[C:24]([C:20]1[CH:19]=[C:18]([C:9]2[N:10]=[C:11]([C:13]([OH:15])=[O:14])[S:12][C:8]=2[C:32]2[CH:31]=[CH:30][CH:29]=[C:28]([C:26]#[N:27])[CH:33]=2)[CH:23]=[CH:22][CH:21]=1)#[N:25] |f:0.1.2,^1:46,48,67,86|. Procedure details: At room temperature, 3.0 ml of an aqueous 2M sodium carbonate solution and 41.1 mg (0.036 mmol) of tetrakis(triphenylphosphine)palladium are added to 400 mg (1.19 mmol) of the compound from Example 35A and 261 mg (1.78 mmol) of (3-cyanophenyl)boronic acid in 15 ml of DME, and the mixture is subsequently stirred at 80° C. overnight. The crude product is filtered through a short kieselguhr column and the filtrate is concentrated under reduced pressure. The residue is purified by flash chromatograp... Reactants: NC(=NCC(F)(F)F)Nc1ccnc(CCCOCc2ccccc2)n1, CCO, Cl. Product: NC(=NCC(F)(F)F)Nc1ccnc(CCCO)n1. RXN SMILES: [CH2:1]([c:2]1[cH:3][cH:4][cH:5][cH:6][cH:7]1)[O:8][CH2:9][CH2:10][CH2:11][c:12]1[n:13][cH:14][cH:15][c:16]([NH:18][C:19](=[N:20][CH2:21][C:22]([F:23])([F:24])[F:25])[NH2:26])[n:17]1.[CH3:28][CH2:29][OH:30].[ClH:27]>>[OH:8][CH2:9][CH2:10][CH2:11][c:12]1[n:13][cH:14][cH:15][c:16]([NH:18][C:19](=[N:20][CH2:21][C:22]([F:23])([F:24])[F:25])[NH2:26])[n:17]1.